describe an organic reaction: reactants, conditions, products, and yield From a dataset of the Open Reaction Database (ORD), a public repository of structured organic reaction records. Starting materials: [C-]#N.[K+] (potassium cyanide), C(C)(C)(C)OC(=O)N1C(CN(CC1)C(=O)OC(C)(C)C)CCBr (1,4-bis(t-butoxycarbonyl)-2-(2-bromoethyl)piperazine). Solvent: C(C)O (ethanol). Run at temperature 110 celsius. Product: C(C)(C)(C)OC(=O)N1C(CN(CC1)C(=O)OC(C)(C)C)CCC#N (1,4-Bis(tert-butoxycarbonyl)-2-(2-cyanoethyl)piperazine). As a reaction SMILES: [C-:1]#[N:2].[K+].[C:4]([O:8][C:9]([N:11]1[CH2:16][CH2:15][N:14]([C:17]([O:19][C:20]([CH3:23])([CH3:22])[CH3:21])=[O:18])[CH2:13][CH:12]1[CH2:24][CH2:25]Br)=[O:10])([CH3:7])([CH3:6])[CH3:5]>C(O)C>[C:4]([O:8][C:9]([N:11]1[CH2:16][CH2:15][N:14]([C:17]([O:19][C:20]([CH3:23])([CH3:22])[CH3:21])=[O:18])[CH2:13][CH:12]1[CH2:24][CH2:25][C:1]#[N:2])=[O:10])([CH3:7])([CH3:6])[CH3:5] |f:0.1|. Reported procedure: To an aqueous solution (3.0 ml) of potassium cyanide (85.0 mg) was added a solution of 1,4-bis(t-butoxycarbonyl)-2-(2-bromoethyl)piperazine (393 mg) in ethanol (3.0 ml), followed by stirring under heat at 110° C. for 3 hours. After the removal of ethanol by distillation under reduced pressure, methylene chloride (100 ml) was added to the residue. The organic layer was washed with distilled water until the water phase became neutral. The resulting organic layer was washed with saturated aqueous N... Reactants: COC([C@@H](NC([C@H](NC([C@@H](NC([C@@H](NC([C@@H](NC(=O)OCC1=CC=CC=C1)CC1=CNC2=CC=CC=C12)=O)CO)=O)CC1=CC=C(C=C1)O)=O)CC1=CC=CC=C1)=O)CC(C)C)=O (Nα -benzyloxycarbonyl-L-tryptophyl-L-seryl-L-tyrosyl-D-phenylalanyl-L-leucine methyl ester). The reagents and catalysts are [Pd] (palladium on carbon). Run in CO (methanol). Product: COC([C@@H](NC([C@H](NC([C@@H](NC([C@@H](NC([C@@H](N)CC1=CNC2=CC=CC=C12)=O)CO)=O)CC1=CC=C(C=C1)O)=O)CC1=CC=CC=C1)=O)CC(C)C)=O (L-Tryptophyl-L-seryl-L-tyrosyl-D-phenylalanyl-L-leucine methyl ester). Reaction SMILES: [CH3:1][O:2][C:3](=[O:63])[C@H:4]([CH2:59][CH:60]([CH3:62])[CH3:61])[NH:5][C:6](=[O:58])[C@@H:7]([CH2:51][C:52]1[CH:57]=[CH:56][CH:55]=[CH:54][CH:53]=1)[NH:8][C:9](=[O:50])[C@H:10]([CH2:42][C:43]1[CH:48]=[CH:47][C:46]([OH:49])=[CH:45][CH:44]=1)[NH:11][C:12](=[O:41])[C@H:13]([CH2:39][OH:40])[NH:14][C:15](=[O:38])[C@H:16]([CH2:28][C:29]1[C:37]2[C:32](=[CH:33][CH:34]=[CH:35][CH:36]=2)[NH:31][CH:30]=1)[NH:17]C(OCC1C=CC=CC=1)=O>[Pd].CO>[CH3:1][O:2][C:3](=[O:63])[C@H:4]([CH2:59][CH:60]([CH3:61])[CH3:62])[NH:5][C:6](=[O:58])[C@@H:7]([CH2:51][C:52]1[CH:53]=[CH:54][CH:55]=[CH:56][CH:57]=1)[NH:8][C:9](=[O:50])[C@H:10]([CH2:42][C:43]1[CH:48]=[CH:47][C:46]([OH:49])=[CH:45][CH:44]=1)[NH:11][C:12](=[O:41])[C@H:13]([CH2:39][OH:40])[NH:14][C:15](=[O:38])[C@H:16]([CH2:28][C:29]1[C:37]2[C:32](=[CH:33][CH:34]=[CH:35][CH:36]=2)[NH:31][CH:30]=1)[NH2:17]. Procedure: Nα -benzyloxycarbonyl-L-tryptophyl-L-seryl-L-tyrosyl-D-phenylalanyl-L-leucine methyl ester, 6.0 g., is dissolved in 140 ml. of absolute methanol and 800 mg. of 20% palladium on carbon added. The mixture is reduced under a hydrogen atmosphere, monitoring by thin layer chromatography. The catalyst is removed by filtration using a filter aid (Super-Cel). The solvent is evaporated to leave a solid residue which is dried under reduced pressure and used without further treatment. The reactants are [OH-].[Na+] (sodium hydroxide), BrC1=CC=2CC3=CC=CC=C3C2C=C1 (2-bromofluorene), C1(=CC=CC=C1)C (toluene), ICC (iodoethane). The reagents and catalysts are [Br-].C(CCC)[N+](CCCC)(CCCC)CCCC (tetrabutylammonium bromide). Run in C(C)(=O)OCC (ethyl acetate). Run at temperature 60 celsius, time 8 hour. Product: BrC1=CC=2C(C3=CC=CC=C3C2C=C1)(CC)CC (2-bromo-9,9-diethylfluorene). The yield is 82.0%. As a reaction SMILES: [Br:1][C:2]1[CH:14]=[CH:13][C:12]2[C:11]3[C:6](=[CH:7][CH:8]=[CH:9][CH:10]=3)[CH2:5][C:4]=2[CH:3]=1.[OH-].[Na+].I[CH2:18][CH3:19].[C:20]1(C)C=CC=C[CH:21]=1>[Br-].C([N+](CCCC)(CCCC)CCCC)CCC.C(OCC)(=O)C>[Br:1][C:2]1[CH:14]=[CH:13][C:12]2[C:11]3[C:6](=[CH:7][CH:8]=[CH:9][CH:10]=3)[C:5]([CH2:18][CH3:19])([CH2:20][CH3:21])[C:4]=2[CH:3]=1 |f:1.2,5.6|. Procedure details: To a solution of 2-bromofluorene (2.5 g, 10 mmol) in toluene (40 ml) was added tetrabutylammonium bromide (0.8 g, 2.48 mmol) as a phase transfer catalyst. A freshly prepared solution of aqueous sodium hydroxide (25 ml, 50% w/w) was added at once to the solution. The mixture turned orange and became viscous. To this solution, iodoethane (2.4 ml, 30 mmol) was added. The mixture was stirred at 60° C. for a period of 8 h. It was diluted with ethyl acetate (25 ml) and washed several portions of water... Reactants: NC1=C(CNC=2C=3N(C=CC2)C(=C(N3)C)C)C(=CC=C1)C (8-(2-amino-6-methylbenzylamino)-2,3-dimethylimidazo[1,2-a]pyridine), N1=CC=CC=C1 (pyridine), ClCCCC(=O)Cl (4-chlorobutyryl chloride), C(O)([O-])=O.[K+] (potassium hydrogen carbonate). The solvent is ClCCl (dichloromethane), O (water). Run at temperature 10 celsius, time 2 hour. The product is ClCCCC(=O)NC1=C(CNC=2C=3N(C=CC2)C(=C(N3)C)C)C(=CC=C1)C (8-[2-(4-Chlorobutyrylamino)-6-methylbenzylamino]-2,3-dimethylimidazo[1,2-a]pyridine). Yield: 86.1%. RXN SMILES: [Cl:1][CH2:2][CH2:3][CH2:4][C:5](Cl)=[O:6].[NH2:8][C:9]1[CH:27]=[CH:26][CH:25]=[C:24]([CH3:28])[C:10]=1[CH2:11][NH:12][C:13]1[C:14]2[N:15]([C:19]([CH3:23])=[C:20]([CH3:22])[N:21]=2)[CH:16]=[CH:17][CH:18]=1.N1C=CC=CC=1.C(=O)([O-])O.[K+]>ClCCl.O>[Cl:1][CH2:2][CH2:3][CH2:4][C:5]([NH:8][C:9]1[CH:27]=[CH:26][CH:25]=[C:24]([CH3:28])[C:10]=1[CH2:11][NH:12][C:13]1[C:14]2[N:15]([C:19]([CH3:23])=[C:20]([CH3:22])[N:21]=2)[CH:16]=[CH:17][CH:18]=1)=[O:6] |f:3.4|. Reported procedure: 0.88 ml (7.85 mmol) of 4-chlorobutyryl chloride is added dropwise at 0-5° C. with stirring to a solution of 2.2 g (7.85 mmol) of 8-(2-amino-6-methylbenzylamino)-2,3-dimethylimidazo[1,2-a]pyridine and 0.63 ml (7.85 mmol) of pyridine in 30 ml of dichloromethane and the mixture is stirred for a further 2 h at 0-20° C. It is treated with water and potassium hydrogen carbonate to pH 7, the mixture is extracted with shaking, and the organic layer is dried with magnesium sulfate and concentrated in vac... Yields the product N1(CCNCC1)C1=CC=C(C=C1)C=1C=NC(=NC1)N (5-(4-piperazin-1-yl-phenyl)-pyrimidin-2-ylamine). The reactants are BrC1=CC=C(C=C1)C=1C=NC(=NC1)N (5-(4-bromo-phenyl)-pyrimidin-2-ylamine), C([O-])([O-])=O.[Cs+].[Cs+] (cesium carbonate), N1CCNCC1 (piperazine), C1(=CC=CC=C1)C1=CC=CC=C1 (biphenyl). Reaction SMILES: Br[C:2]1[CH:7]=[CH:6][C:5]([C:8]2[CH:9]=[N:10][C:11]([NH2:14])=[N:12][CH:13]=2)=[CH:4][CH:3]=1.C(=O)([O-])[O-].[Cs+].[Cs+].[NH:21]1[CH2:26][CH2:25][NH:24][CH2:23][CH2:22]1.C1(C2C=CC=CC=2)C=CC=CC=1>O1CCOCC1.C(Cl)Cl.O.C([O-])(=O)C.[Pd+2].C([O-])(=O)C>[N:21]1([C:2]2[CH:7]=[CH:6][C:5]([C:8]3[CH:9]=[N:10][C:11]([NH2:14])=[N:12][CH:13]=3)=[CH:4][CH:3]=2)[CH2:26][CH2:25][NH:24][CH2:23][CH2:22]1 |f:1.2.3,9.10.11|. Reagents/catalysts: C(C)(=O)[O-].[Pd+2].C(C)(=O)[O-] (palladium acetate). Solvent: O1CCOCC1 (dioxane), C(Cl)Cl (MeCl2), O (H2O), O (water). Procedure: A mixture of 5-(4-bromo-phenyl)-pyrimidin-2-ylamine (100 mg, 0.401 mmol), palladium acetate (20 mg, 0.089 mmol), cesium carbonate (200 mg, 0.62 mmol), piperazine (100 mg, 1.16 mmol) and 2-di-t-butylphosphino)-biphenyl (50 mg, 0.167 mmol) was stirred in dioxane:water (10 ml, v/v 5:1) at reflux temperature for 4 hours. The reaction was cooled, diluted with MeCl2 (100 ml) and H2O (50 ml). The organic layer was separated, dried (MgSO4), filtered and solvent evaporated. The residue was purified by ch... Reactants: [Br-], CC(C)(C)OC(=O)N1c2ccc(-c3ccccc3)cc2C(CBr)=CC1(C)C, C[Mg+], [Cu]I. Product: CCC1=CC(C)(C)N(C(=O)OC(C)(C)C)c2ccc(-c3ccccc3)cc21. As a reaction SMILES: [Br-:28].[C:1]([CH3:2])([CH3:3])([CH3:4])[O:5][C:6](=[O:7])[N:8]1[C:9]([CH3:26])([CH3:27])[CH:10]=[C:11]([CH2:24][Br:25])[c:12]2[cH:13][c:14](-[c:18]3[cH:19][cH:20][cH:21][cH:22][cH:23]3)[cH:15][cH:16][c:17]21.[CH3:29][Mg+:30].[Cu:31][I:32]>>[C:1]([CH3:2])([CH3:3])([CH3:4])[O:5][C:6](=[O:7])[N:8]1[C:9]([CH3:26])([CH3:27])[CH:10]=[C:11]([CH2:24][CH3:29])[c:12]2[cH:13][c:14](-[c:18]3[cH:19][cH:20][cH:21][cH:22][cH:23]3)[cH:15][cH:16][c:17]21. Starting materials: C(C)(=O)CNCC(CNCC(C)=O)OC(=O)C1(CC1)C1=CC(=C(C=C1)C1=CC(=C(C=C1)Cl)Cl)F (1-(3′,4′-dichloro-2-fluorobiphenyl-4-yl)cyclopropane carboxylic acid 2-acetylmethylamino-1-(acetylmethylaminomethyl)ethyl ester), C(C)(=O)CNCC(CNCC(=O)C1(CC1)C1=CC(=C(C=C1)C1=CC(=C(C=C1)Cl)Cl)F)OC(C)=O (acetic acid 1-[(acetylmethylamino)methyl]-2-{[1-(3′,4′-dichloro-2-fluorobiphenyl-4-yl)cyclopropanecarbonyl]methylamino}ethyl ester), C(C)(=O)CNCC(CNCC(C)=O)OC(=O)C1(CC1)C1=CC(=C(C=C1)C1=CC(=C(C=C1)Cl)Cl)F (1-(3′,4′-dichloro-2-fluorobiphenyl-4-yl)cyclopropane carboxylic acid 2-acetylmethylamino-1-(acetylmethylaminomethyl)ethyl ester). Reagents/catalysts: CN(C)C=1C=CN=CC1 (DMAP). Product: C(C)(=O)CNCC(CN(C)C(=O)C1(CC1)C1=CC(=C(C=C1)C1=CC(=C(C=C1)Cl)Cl)F)OC(C)=O (acetic acid 1-[(acetylmethylamino)methyl]-2-{[1-(3′,4′-dichloro-2-fluorobiphenyl-4-yl)cyclopropanecarbonyl]-methylamino}ethyl ester). As a reaction SMILES: C(CNCC(O[C:15]([C:17]1([C:20]2[CH:25]=[CH:24][C:23]([C:26]3[CH:31]=[CH:30][C:29]([Cl:32])=[C:28]([Cl:33])[CH:27]=3)=[C:22]([F:34])[CH:21]=2)[CH2:19][CH2:18]1)=[O:16])CNCC(=O)C)(=O)C.C([CH2:38][NH:39][CH2:40][CH:41]([O:65][C:66](=[O:68])[CH3:67])[CH2:42][NH:43][CH2:44][C:45]([C:47]1(C2C=CC(C3C=CC(Cl)=C(Cl)C=3)=C(F)C=2)CC1)=[O:46])(=O)C>CN(C1C=CN=CC=1)C>[C:45]([CH2:44][NH:43][CH2:42][CH:41]([O:65][C:66](=[O:68])[CH3:67])[CH2:40][N:39]([C:15]([C:17]1([C:20]2[CH:25]=[CH:24][C:23]([C:26]3[CH:31]=[CH:30][C:29]([Cl:32])=[C:28]([Cl:33])[CH:27]=3)=[C:22]([F:34])[CH:21]=2)[CH2:19][CH2:18]1)=[O:16])[CH3:38])(=[O:46])[CH3:47]. Procedure details: Note that although the procedure is similar to that utilized to synthesize C4 (second method, see Example 5), with the exception that also DMAP was added in the coupling step of Example 5 but not of Example 6, the isolated product is different, being acetic acid 1-[(acetylmethylamino)methyl]-2-{[1-(3′,4′-dichloro-2-fluorobiphenyl-4-yl)cyclopropanecarbonyl]methylamino}ethyl ester in Example 6 and 1-(3′,4′-dichloro-2-fluorobiphenyl-4-yl)cyclopropane carboxylic acid 2-acetylmethylamino-1-(acetylmet...